From a dataset of the Open Reaction Database (ORD), a public repository of structured organic reaction records. describe an organic reaction: reactants, conditions, products, and yield Starting materials: ClC(S(=O)(=O)OCC(F)(F)F)(Cl)Cl (2,2,2-Trifluoroethyl trichloromethanesulfonate), 15.6, C1OC=2C=C3C(C(=CNC3=CC2O1)C(=O)O)=O (6,7-methylenedioxy-4(1H)-quinolone-3-carboxylic acid), ice water, [H-].[Na+] (sodium hydride). Solvent: CN(C=O)C (dimethyl formamide). Reaction conditions: time 0.5 hour. Product: C1OC=2C=C3C(C(=CN(C3=CC2O1)CC(F)(F)F)C(=O)O)=O (6,7-Methylenedioxy-1-(2,2,2-trifluoroethyl)-4(1H)-quinolone-3-carboxylic acid). Reaction SMILES: [CH2:1]1[O:13][C:12]2[CH:11]=[C:10]3[C:5]([C:6](=[O:17])[C:7]([C:14]([OH:16])=[O:15])=[CH:8][NH:9]3)=[CH:4][C:3]=2[O:2]1.[H-].[Na+].ClC(Cl)(Cl)S(O[CH2:26][C:27]([F:30])([F:29])[F:28])(=O)=O>CN(C)C=O>[CH2:1]1[O:13][C:12]2[CH:11]=[C:10]3[C:5]([C:6](=[O:17])[C:7]([C:14]([OH:16])=[O:15])=[CH:8][N:9]3[CH2:26][C:27]([F:30])([F:29])[F:28])=[CH:4][C:3]=2[O:2]1 |f:1.2|. Procedure: A mixture of 15.6 (0.06 mole) of 6,7-methylenedioxy-4(1H)-quinolone-3-carboxylic acid (J. Med. Chem. 11, 160 (1968)) and 1.5 g. (0.062 mole) of sodium hydride powder in 250 ml. of dimethyl formamide was heated with stirring for 0.5 hour at 80°-90° C. 2,2,2-Trifluoroethyl trichloromethanesulfonate (17.5 g. 0.62 mole) was then added dropwise. The temperature was maintained at 80°-90° for an additional two hours. The cooled mixture was poured into ice water and the solid product was isolated by fil... Reactants: CO, [K+], [OH-], COC(=O)c1ccnc(C(=O)OC)c1. Yields the product COC(=O)c1ccnc(C(=O)O)c1. RXN SMILES: [CH3:17][OH:18].[K+:2].[OH-:1].[n:3]1[c:4]([C:13](=[O:14])[O:15][CH3:16])[cH:5][c:6]([C:9](=[O:10])[O:11][CH3:12])[cH:7][cH:8]1>>[n:3]1[c:4]([C:13](=[O:14])[OH:15])[cH:5][c:6]([C:9](=[O:10])[O:11][CH3:12])[cH:7][cH:8]1. Starting materials: NC1=CC=C(C=C1)C=1C(CC(NN1)=O)C ((−)-6-(4-aminophenyl)-4,5-dihydro-5-methyl-3-(2H)-pyridazinone), Cl (hydrochloric acid), N(=O)[O-].[Na+] (sodium nitrite), C(CC#N)#N (malononitrile), C(C)(=O)[O-].[Na+] (sodium acetate). Run at time 10 minute. The product is C[C@@H]1CC(=O)NN=C1C=2C=CC(=CC2)NN=C(C#N)C#N (levosimendan). Yield: 82.3%. RXN SMILES: [NH2:1][C:2]1[CH:7]=[CH:6][C:5]([C:8]2[CH:9]([CH3:15])[CH2:10][C:11](=[O:14])[NH:12][N:13]=2)=[CH:4][CH:3]=1.Cl.[N:17]([O-])=O.[Na+].[C:21](#[N:25])[CH2:22][C:23]#[N:24].C([O-])(=O)C.[Na+]>>[CH3:15][C@H:9]1[C:8]([C:5]2[CH:6]=[CH:7][C:2]([NH:1][N:17]=[C:22]([C:21]#[N:25])[C:23]#[N:24])=[CH:3][CH:4]=2)=[N:13][NH:12][C:11](=[O:14])[CH2:10]1 |f:2.3,5.6|. Procedure: To a solution of (−)-6-(4-aminophenyl)-4,5-dihydro-5-methyl-3-(2H)-pyridazinone (20 g) and dilute hydrochloric acid (52 ml of concentrated hydrochloric acid in 789 ml of water), 8 g of dilute sodium nitrite (8 g of sodium nitrite in 52 ml of water) was added and stirred. After 10 minutes, malononitrile solution (6.3 g malononitrile in 52 ml of water) was added. The solution was stirred for 1 hour at room temperature. The pH of the suspension was adjusted to 6.0 with sodium acetate solution. The ... RXN SMILES: [NH:1]1[CH2:6][CH2:5][O:4][CH2:3][CH2:2]1.[ClH:7].Cl.[Cl:9][CH2:10][CH2:11][N:12]1[CH2:17][CH2:16][CH:15]([NH:18][C:19]2[N:23]([CH2:24][C:25]3[CH:30]=[CH:29][C:28]([F:31])=[CH:27][CH:26]=3)[C:22]3[CH:32]=[CH:33][CH:34]=[CH:35][C:21]=3[N:20]=2)[CH2:14][CH2:13]1.[I-].[K+]>CN(C)C=O>[ClH:9].[ClH:7].[ClH:9].[F:31][C:28]1[CH:29]=[CH:30][C:25]([CH2:24][N:23]2[C:22]3[CH:32]=[CH:33][CH:34]=[CH:35][C:21]=3[N:20]=[C:19]2[NH:18][CH:15]2[CH2:14][CH2:13][N:12]([CH2:11][CH2:10][N:1]3[CH2:6][CH2:5][O:4][CH2:3][CH2:2]3)[CH2:17][CH2:16]2)=[CH:26][CH:27]=1 |f:1.2.3,4.5,7.8.9.10|. Procedure: A mixture of 3.6 parts of morpholine, 4.8 parts of N-[1-(2-chloroethyl)-4-piperidinyl]-1-(4-fluorophenylmethyl)-1H-benzimidazol-2-amine dihydrochloride, 0.1 parts of potassium iodide and 135 parts of N,N-dimethylformamide is stirred and heated overnight at 70° C. The reaction mixture is poured onto water and the product is extracted with methylbenzene. The extract is dried, filtered and evaporated. The residue is converted into the hydrochloride salt in methanol. The salt is filtered off and dri... The solvent is CN(C=O)C (N,N-dimethylformamide). The product is Cl.Cl.Cl.FC1=CC=C(C=C1)CN1C(=NC2=C1C=CC=C2)NC2CCN(CC2)CCN2CCOCC2 (1-(4-fluorophenylmethyl)-N-{1-[2-(4-morpholinyl)ethyl]-4-piperidinyl}-1H-benzimidazol-2-amine trihydrochloride). Yield: 18.3%. Conditions: temperature 70 celsius. Starting materials: N1CCOCC1 (morpholine), Cl.Cl.ClCCN1CCC(CC1)NC1=NC2=C(N1CC1=CC=C(C=C1)F)C=CC=C2 (N-[1-(2-chloroethyl)-4-piperidinyl]-1-(4-fluorophenylmethyl)-1H-benzimidazol-2-amine dihydrochloride), [I-].[K+] (potassium iodide). The reactants are C, CC(C)(C)OC(=O)NC12CCCOC1CN(Cc1ccccc1)C2, CO, [H][H], [Pd]. Product: CC(C)(C)OC(=O)NC12CCCOC1CNC2. As a reaction SMILES: [C:27].[CH2:1]([c:2]1[cH:3][cH:4][cH:5][cH:6][cH:7]1)[N:8]1[CH2:9][C:10]2([NH:17][C:18](=[O:19])[O:20][C:21]([CH3:22])([CH3:23])[CH3:24])[CH2:11][CH2:12][CH2:13][O:14][CH:15]2[CH2:16]1.[CH3:29][OH:30].[H:25][H:26].[Pd:28]>>[NH:8]1[CH2:9][C:10]2([NH:17][C:18](=[O:19])[O:20][C:21]([CH3:22])([CH3:23])[CH3:24])[CH2:11][CH2:12][CH2:13][O:14][CH:15]2[CH2:16]1.